From a dataset of the Open Reaction Database (ORD), a public repository of structured organic reaction records. describe an organic reaction: reactants, conditions, products, and yield Reactants: CC(C)(C)OC(=O)NC(C)(C)C(=O)N1CCc2ccccc2C1, ClCCl, O=C(O)C(F)(F)F. The product is CC(C)(N)C(=O)N1CCc2ccccc2C1. Reaction SMILES: [CH2:1]1[N:2]([C:11]([C:12]([CH3:13])([CH3:14])[NH:15][C:16](=[O:17])[O:18][C:19]([CH3:20])([CH3:21])[CH3:22])=[O:23])[CH2:3][CH2:4][c:5]2[cH:6][cH:7][cH:8][cH:9][c:10]21.[Cl:31][CH2:32][Cl:33].[F:24][C:25]([F:26])([F:27])[C:28]([OH:29])=[O:30]>>[CH2:1]1[N:2]([C:11]([C:12]([CH3:13])([CH3:14])[NH2:15])=[O:23])[CH2:3][CH2:4][c:5]2[cH:6][cH:7][cH:8][cH:9][c:10]21. The reactants are [BH4-], CCOCC, [Cl-], [Cl-], Cl, CCOC(=O)C(Cc1ccc(C(F)(F)F)cc1)C(=O)c1ccccc1F, [Na+], [Zn+2]. Product: CCOC(=O)C(Cc1ccc(C(F)(F)F)cc1)C(O)c1ccccc1F. As a reaction SMILES: [BH4-:1].[CH3:30][CH2:31][O:32][CH2:33][CH3:34].[Cl-:35].[Cl-:37].[ClH:29].[F:3][c:4]1[c:5]([C:10]([CH:11]([C:12](=[O:13])[O:14][CH2:15][CH3:16])[CH2:17][c:18]2[cH:19][cH:20][c:21]([C:24]([F:25])([F:26])[F:27])[cH:22][cH:23]2)=[O:28])[cH:6][cH:7][cH:8][cH:9]1.[Na+:2].[Zn+2:36]>>[F:3][c:4]1[c:5]([CH:10]([CH:11]([C:12](=[O:13])[O:14][CH2:15][CH3:16])[CH2:17][c:18]2[cH:19][cH:20][c:21]([C:24]([F:25])([F:26])[F:27])[cH:22][cH:23]2)[OH:28])[cH:6][cH:7][cH:8][cH:9]1. Reactants: C(C)(C)(C)OC(=O)N1CC(N(CC1)C(=O)OCC1=CC=CC=C1)C(NCOC)=O ((RS)-2-(methoxymethylcarbamoyl)piperazine-1,4-dicarboxylic acid 1-benzyl ester 4-tert-butyl ester), FC=1C=CC2=C(C=CO2)C1 (5-fluorobenzofuran), 2. Product: C(C)(C)(C)OC(=O)N1CC(N(CC1)C(=O)OCC1=CC=CC=C1)C(=O)C=1OC2=C(C1)C=C(C=C2)F ((RS)-2-[1-(5-Fluorobenzofuran-2-yl)-methanoyl]-piperazine-1,4-dicarboxylic acid 1-benzyl ester 4-tert-butyl ester). RXN SMILES: [C:1]([O:5][C:6]([N:8]1[CH2:13][CH2:12][N:11]([C:14]([O:16][CH2:17][C:18]2[CH:23]=[CH:22][CH:21]=[CH:20][CH:19]=2)=[O:15])[CH:10]([C:24](=[O:29])NCOC)[CH2:9]1)=[O:7])([CH3:4])([CH3:3])[CH3:2].[F:30][C:31]1[CH:32]=[CH:33][C:34]2[O:38][CH:37]=[CH:36][C:35]=2[CH:39]=1>>[C:1]([O:5][C:6]([N:8]1[CH2:13][CH2:12][N:11]([C:14]([O:16][CH2:17][C:18]2[CH:23]=[CH:22][CH:21]=[CH:20][CH:19]=2)=[O:15])[CH:10]([C:24]([C:37]2[O:38][C:34]3[CH:33]=[CH:32][C:31]([F:30])=[CH:39][C:35]=3[CH:36]=2)=[O:29])[CH2:9]1)=[O:7])([CH3:3])([CH3:4])[CH3:2]. Procedure: The title compound was prepared from (RS)-2-(methoxymethylcarbamoyl)piperazine-1,4-dicarboxylic acid 1-benzyl ester 4-tert-butyl ester (1.25 g, 3.07 mmol) (WO01/00214) and 5-fluorobenzofuran (0.42 g, 3.09 mmol) (WO99/51575) by the method of Description 2 as a pale green gum (0.81 g, 55%). Product: CC(C)(C)OC(=O)c1cc(Cl)nc(Cl)c1. Reactants: C1CCOC1, CC(C)N=C(NC(C)C)OC(C)(C)C, O=C(O)c1cc(Cl)nc(Cl)c1. As a reaction SMILES: [CH2:26]1[O:27][CH2:28][CH2:29][CH2:30]1.[CH:12]([NH:13][C:14](=[N:15][CH:16]([CH3:17])[CH3:22])[O:23][C:18]([CH3:19])([CH3:20])[CH3:21])([CH3:24])[CH3:25].[Cl:1][c:2]1[n:3][c:4]([Cl:11])[cH:5][c:6]([C:8](=[O:9])[OH:10])[cH:7]1>>[Cl:1][c:2]1[n:3][c:4]([Cl:11])[cH:5][c:6]([C:8]([O:9][C:18]([CH3:19])([CH3:20])[CH3:21])=[O:10])[cH:7]1. The reactants are C[C@@H](C(=O)NC1=C(C=CC=C1)C1=CC(=NC=C1)[C@H](CC=C)NC(OC(C)(C)C)=O)C=C (tert-Butyl N-[(1S)-1-(4-{2-[(2R)-2-methylbut-3-enamido]phenyl}pyridin-2-yl)but-3-en-1-yl]carbamate), CC=1C=CC(=CC1)S(=O)(=O)O (pTsOH). The solvent is ClCCl (dichloromethane). Run at temperature 40 celsius, time 4.5 hour. Product: C[C@H]\1C(NC=2C=CC=CC2C=2C=CN=C([C@H](C/C=C1)NC(OC(C)(C)C)=O)C2)=O (tert-Butyl N-[(10R,11E,14S)-10-methyl-9-oxo-8,16-diazatricyclo[13.3.1.02,7]nonadeca-1(19),2(7),3,5,11,15,17-heptaen-14-yl]carbamate). Yield: 77.5%. Reaction SMILES: [CH3:1][C@H:2]([CH:30]=[CH2:31])[C:3]([NH:5][C:6]1[CH:11]=[CH:10][CH:9]=[CH:8][C:7]=1[C:12]1[CH:17]=[CH:16][N:15]=[C:14]([C@@H:18]([NH:22][C:23](=[O:29])[O:24][C:25]([CH3:28])([CH3:27])[CH3:26])[CH2:19]C=C)[CH:13]=1)=[O:4].CC1C=CC(S(O)(=O)=O)=CC=1>ClCCl>[CH3:1][C@H:2]1[C:3](=[O:4])[NH:5][C:6]2[CH:11]=[CH:10][CH:9]=[CH:8][C:7]=2[C:12]2[CH:17]=[CH:16][N:15]=[C:14]([CH:13]=2)[C@@H:18]([NH:22][C:23](=[O:29])[O:24][C:25]([CH3:28])([CH3:27])[CH3:26])[CH2:19][CH:31]=[CH:30]1. Reported procedure: To a round bottom flask was added 45E (1.34 g, 3.18 mmol), pTsOH (0.665 g, 3.50 mmol), and dichloromethane (265 ml). The clear yellow solution was degassed with argon for 30 min. The reaction was then warmed to 40° C. for 1 h. Then a solution of GrubbsII (0.486 g, 0.572 mmol) in DCM (4 mL) was added dropwise to the reaction mixture. After 4.5 h, the reaction was cooled to rt, washed with sat. NaHCO3, brine, dried over MgSO4, filtered, and concentrated to give brown solid. The residue was purifie... Starting materials: CC(C)(C)P(c1ccccc1-c1ccccc1)C(C)(C)C, C1COCCN1, CC(C)(C)[O-], Cc1ccccc1, COCCCOc1cc(COC2CN(C(=O)OC(C)(C)C)CCC2c2ccc(OCCCOCc3ccccc3OC)cc2)ccc1Cl, [Na+]. The product is COCCCOc1cc(COC2CN(C(=O)OC(C)(C)C)CCC2c2ccc(OCCCOCc3ccccc3OC)cc2)ccc1N1CCOCC1. RXN SMILES: [C:1]([P:2]([C:3]([CH3:4])([CH3:5])[CH3:6])[c:7]1[cH:8][cH:9][cH:10][cH:11][c:12]1-[c:13]1[cH:14][cH:15][cH:16][cH:17][cH:18]1)([CH3:19])([CH3:20])[CH3:21].[CH2:76]1[CH2:77][O:78][CH2:79][CH2:80][NH:81]1.[CH3:22][C:23]([CH3:24])([O-:25])[CH3:26].[CH3:82][c:83]1[cH:84][cH:85][cH:86][cH:87][cH:88]1.[Cl:28][c:29]1[c:30]([O:70][CH2:71][CH2:72][CH2:73][O:74][CH3:75])[cH:31][c:32]([CH2:33][O:34][CH:35]2[CH2:36][N:37]([C:61](=[O:62])[O:63][C:64]([CH3:65])([CH3:66])[CH3:67])[CH2:38][CH2:39][CH:40]2[c:41]2[cH:42][cH:43][c:44]([O:47][CH2:48][CH2:49][CH2:50][O:51][CH2:52][c:53]3[c:54]([O:59][CH3:60])[cH:55][cH:56][cH:57][cH:58]3)[cH:45][cH:46]2)[cH:68][cH:69]1.[Na+:27]>>[c:29]1([N:81]2[CH2:76][CH2:77][O:78][CH2:79][CH2:80]2)[c:30]([O:70][CH2:71][CH2:72][CH2:73][O:74][CH3:75])[cH:31][c:32]([CH2:33][O:34][CH:35]2[CH2:36][N:37]([C:61](=[O:62])[O:63][C:64]([CH3:65])([CH3:66])[CH3:67])[CH2:38][CH2:39][CH:40]2[c:41]2[cH:42][cH:43][c:44]([O:47][CH2:48][CH2:49][CH2:50][O:51][CH2:52][c:53]3[c:54]([O:59][CH3:60])[cH:55][cH:56][cH:57][cH:58]3)[cH:45][cH:46]2)[cH:68][cH:69]1. Starting materials: C(CCCCCCC)OC1=CC=C(C=C1)C1=NC(=C(C=C1)O)F (2-(4-Octyloxyphenyl)-5-hydroxy-6-fluoropyridine), BrC(C)OCC (1-bromoethoxyethane), [OH-].[Na+] (sodium hydroxide), Cl (hydrochloric acid). Solvent: O (water), C(C)O (ethanol). Product: C(CCCCCCC)OC1=CC=C(C=C1)C1=NC(=C(C=C1)OCCOCC)F (2-(4-octyloxyphenyl)-5-(2-ethoxyethoxy)-6-fluoropyridine). Reaction SMILES: [CH2:1]([O:9][C:10]1[CH:15]=[CH:14][C:13]([C:16]2[CH:21]=[CH:20][C:19]([OH:22])=[C:18]([F:23])[N:17]=2)=[CH:12][CH:11]=1)[CH2:2][CH2:3][CH2:4][CH2:5][CH2:6][CH2:7][CH3:8].Br[CH:25]([O:27][CH2:28][CH3:29])[CH3:26].[OH-].[Na+].Cl>O.C(O)C>[CH2:1]([O:9][C:10]1[CH:15]=[CH:14][C:13]([C:16]2[CH:21]=[CH:20][C:19]([O:22][CH2:26][CH2:25][O:27][CH2:28][CH3:29])=[C:18]([F:23])[N:17]=2)=[CH:12][CH:11]=1)[CH2:2][CH2:3][CH2:4][CH2:5][CH2:6][CH2:7][CH3:8] |f:2.3|. Procedure: A mixture of 0.1 mol of 2C, 0.1 mol of 1-bromoethoxyethane, 0.1 mol of sodium hydroxide, 20 ml of ethanol and 50 ml of water is heated at the boil for 2 hours. The mixture is cooled, dilute hydrochloric acid is added, and the aqueous phase is extracted with dichloromethane. The solvent is removed under reduced pressure, and the residue is purified by column chromatography, giving the product 2-(4-octyloxyphenyl)-5-(2-ethoxyethoxy)-6-fluoropyridine. Starting materials: C1CCOC1, COC(=O)c1cccc2oc(Cl)nc12, [H-], [Na+], c1cn2c(n1)CNCC2. Product: COC(=O)c1cccc2oc(N3CCn4ccnc4C3)nc12. As a reaction SMILES: [CH2:26]1[O:27][CH2:28][CH2:29][CH2:30]1.[Cl:12][c:13]1[o:14][c:15]2[c:16]([n:17]1)[c:18]([C:22](=[O:23])[O:24][CH3:25])[cH:19][cH:20][cH:21]2.[H-:2].[Na+:1].[n:3]1[cH:4][cH:5][n:6]2[c:7]1[CH2:8][NH:9][CH2:10][CH2:11]2>>[n:3]1[cH:4][cH:5][n:6]2[c:7]1[CH2:8][N:9]([c:13]1[o:14][c:15]3[c:16]([n:17]1)[c:18]([C:22](=[O:23])[O:24][CH3:25])[cH:19][cH:20][cH:21]3)[CH2:10][CH2:11]2. The reactants are FC(C1CC(C1)C(=O)O)F (3-(Difluoromethyl)cyclobutanecarboxylic acid), TEA, C=1C=CC(=CC1)P(=O)(C=2C=CC=CC2)N=[N+]=[N-] (DPPA), ClC=1C=C(C=CC1F)C1=NN2C(CNCC2)=C1C(=O)N (2-(3-Chloro-4-fluorophenyl)-4,5,6,7-tetrahydropyrazolo[1,5-a]pyrazine-3-carboxamide), C1CCOC1 (THF). Solvent: C1(=CC=CC=C1)C (toluene). Conditions: time 4 hour. The product is ClC=1C=C(C=CC1F)C1=NN2C(CN(CC2)C(=O)NC2CC(C2)C(F)F)=C1C(=O)N (2-(3-Chloro-4-fluorophenyl)-N5-(3-(difluoromethyl)cyclobutyl)-6,7-dihydropyrazolo[1,5-a]pyrazine-3,5(4H)-dicarboxamide). Reaction SMILES: [F:1][CH:2]([F:10])[CH:3]1[CH2:6][CH:5](C(O)=O)[CH2:4]1.C1C=CC(P([N:25]=[N+]=[N-])(C2C=CC=CC=2)=O)=CC=1.[Cl:28][C:29]1[CH:30]=[C:31]([C:36]2[C:44]([C:45]([NH2:47])=[O:46])=[C:39]3[CH2:40][NH:41][CH2:42][CH2:43][N:38]3[N:37]=2)[CH:32]=[CH:33][C:34]=1[F:35].C1[CH2:52][O:51]CC1>C1(C)C=CC=CC=1>[Cl:28][C:29]1[CH:30]=[C:31]([C:36]2[C:44]([C:45]([NH2:47])=[O:46])=[C:39]3[CH2:40][N:41]([C:52]([NH:25][CH:5]4[CH2:4][CH:3]([CH:2]([F:1])[F:10])[CH2:6]4)=[O:51])[CH2:42][CH2:43][N:38]3[N:37]=2)[CH:32]=[CH:33][C:34]=1[F:35]. Reported procedure: A solution of Intermediate 252B (54.3 mg, 0.361 mmol), TEA (0.076 mL, 0.542 mmol) and DPPA (0.078 mL, 0.361 mmol) in toluene (5 mL) was stirred at 90° C. for 1.5 h. The reaction mixture was cooled to RT and in to it was added a solution of Intermediate 185B (50 mg, 0.181 mmol) in THF and stirred at RT for 4 h. The reaction mixture was quenched with water and extracted with ethyl acetate (3×5 mL). The combined organic layer was washed with a 10% aqueous solution of NaHCO3, water, and then dried o...